This data is from the Open Reaction Database (ORD), a public repository of structured organic reaction records. The task is: describe an organic reaction: reactants, conditions, products, and yield Reactants: FC(C=1NC(=C(C(C1C#N)C=1C=C2C(=NNC2=CC1F)C)C#N)C(F)F)F (2,6-Bis(difluoromethyl)-4-(6-fluoro-3-methyl-1H-indazol-5-yl)-1,4-dihydropyridine-3,5-dicarbonitrile), [OH-].[Na+] (sodium hydroxide). The solvent is C(C)O (ethanol). Reaction conditions: time 4 day. Product: C(#N)C1=C([N-]C(=C(C1C=1C=C2C(=NNC2=CC1F)C)C#N)C(F)F)C(F)F.[Na+] (Sodium 3,5-dicyano-2,6-bis(difluoromethyl)-4-(6-fluoro-3-methyl-1H-indazol-5-yl)-4H-pyridin-1-ide). Reaction SMILES: [F:1][CH:2]([F:27])[C:3]1[NH:4][C:5]([CH:24]([F:26])[F:25])=[C:6]([C:22]#[N:23])[CH:7]([C:11]2[CH:12]=[C:13]3[C:17](=[CH:18][C:19]=2[F:20])[NH:16][N:15]=[C:14]3[CH3:21])[C:8]=1[C:9]#[N:10].[OH-].[Na+:29]>C(O)C>[C:9]([C:8]1[CH:7]([C:11]2[CH:12]=[C:13]3[C:17](=[CH:18][C:19]=2[F:20])[NH:16][N:15]=[C:14]3[CH3:21])[C:6]([C:22]#[N:23])=[C:5]([CH:24]([F:25])[F:26])[N-:4][C:3]=1[CH:2]([F:1])[F:27])#[N:10].[Na+:29] |f:1.2,4.5|. Procedure: To a suspension of 100 mg (0.28 mmol) 2,6-bis(difluoromethyl)-4-(6-fluoro-3-methyl-1H-indazol-5-yl)-1,4-dihydropyridine-3,5-dicarbonitrile (Example 14) in ethanol (0.25 ml) under argon atmosphere was added 290 μl (0.29 mmol) 1 N aqueous sodium hydroxide solution, and the mixture was stirred under a weak argon stream for 4 days at room temperature. The resulting precipitate was dried in vacuo to yield 110 mg (100% of th.) of the title compound as a solid. Starting materials: nitrile, Cl (HCl), C[Al](C)C (trimethyl aluminum), N(=[N+]=[N-])[Si](C)(C)C (azidotrimethylsilane), C1(=CC=CC=C1)C(CCO)(C1=CC=CC=C1)C1=CC=CC=C1 (3,3,3-triphenylpropanol), OC1=CC=C(C=C1)CCC#N (3-(4-hydroxyphenyl)propionitrile), C1(=CC=CC=C1)P(C1=CC=CC=C1)C1=CC=CC=C1 (triphenylphosphine), CCOC(=O)/N=N/C(=O)OCC (DEAD). Run in C1(=CC=CC=C1)C (toluene), CCOC(=O)C (EtOAc), C1(=CC=CC=C1)C (toluene), C1CCOC1 (THF), C1CCOC1 (THF). Conditions: temperature 80 celsius, time 72 hour. The product is C1(=CC=CC=C1)C(CCOC1=CC=C(C=C1)CCC1=NN=NN1)(C1=CC=CC=C1)C1=CC=CC=C1 (5-{2-[4-(3,3,3-Triphenylpropoxy)phenyl]ethyl}-1H-tetrazole). Isolated yield 30.0%. RXN SMILES: [C:1]1([C:7]([C:17]2[CH:22]=[CH:21][CH:20]=[CH:19][CH:18]=2)([C:11]2[CH:16]=[CH:15][CH:14]=[CH:13][CH:12]=2)[CH2:8][CH2:9][OH:10])[CH:6]=[CH:5][CH:4]=[CH:3][CH:2]=1.O[C:24]1[CH:29]=[CH:28][C:27]([CH2:30][CH2:31][C:32]#[N:33])=[CH:26][CH:25]=1.C1(P(C2C=CC=CC=2)C2C=CC=CC=2)C=CC=CC=1.CCOC(/N=N/C(OCC)=O)=O.C[Al](C)C.[N:69]([Si](C)(C)C)=[N+:70]=[N-:71].Cl>C1COCC1.C1(C)C=CC=CC=1.CCOC(C)=O>[C:17]1([C:7]([C:1]2[CH:2]=[CH:3][CH:4]=[CH:5][CH:6]=2)([C:11]2[CH:12]=[CH:13][CH:14]=[CH:15][CH:16]=2)[CH2:8][CH2:9][O:10][C:24]2[CH:29]=[CH:28][C:27]([CH2:30][CH2:31][C:32]3[NH:33][N:71]=[N:70][N:69]=3)=[CH:26][CH:25]=2)[CH:18]=[CH:19][CH:20]=[CH:21][CH:22]=1. Reported procedure: To 3,3,3-triphenylpropanol (8.70 mmol), 3-(4-hydroxyphenyl)propionitrile (9.40 mmol) and triphenylphosphine (2.42 g, 9.23 mmol) in dry THF (25 mL) under a nitrogen atmosphere at room temperature, was added dropwise DEAD (1.50 mL, 9.52 mmol) in dry THF (20 mL) over approximately 30 minutes. The reaction was heated to reflux overnight. After cooling, the THF was evaporated and the residue chromatographed on a silica column, with 15-20% EtOAc/hexanes. White solid, mp=98°-100° C. (ether), 60% yield.... The reactants are O=S1(OC2=C(C=N1)C=C(C=C2I)C(C)(C)C)=O (2,2-dioxo-6-(1,1-dimethylethyl)-8-iodo-1,2,3-benzoxathiazine), [BH4-].[Na+] (sodium borohydride). Solvent: CO (methanol). Run at temperature 20 celsius. Product: O=S1(OC2=C(CN1)C=C(C=C2I)C(C)(C)C)=O (2,2-dioxo-3,4-dihydro-6-(1,1-dimethylethyl)-8-iodo-1,2,3-benzoxathiazine). As a reaction SMILES: [O:1]=[S:2]1(=[O:17])[N:7]=[CH:6][C:5]2[CH:8]=[C:9]([C:13]([CH3:16])([CH3:15])[CH3:14])[CH:10]=[C:11]([I:12])[C:4]=2[O:3]1.[BH4-].[Na+]>CO>[O:17]=[S:2]1(=[O:1])[NH:7][CH2:6][C:5]2[CH:8]=[C:9]([C:13]([CH3:15])([CH3:14])[CH3:16])[CH:10]=[C:11]([I:12])[C:4]=2[O:3]1 |f:1.2|. Procedure: To a solution of 2,2-dioxo-6-(1,1-dimethylethyl)-8-iodo-1,2,3-benzoxathiazine (2 g., 5.5 millimole) in methanol (75 ml.) is added sodium borohydride (0.21 g., 5.5 millimole) portionwise with stirring at 20° C. The resulting reaction solution is stirred at 20° C. for 16 hours and then concentrated in vacuo leaving a residual solid which is triturated with water (50 ml.). The insoluble solid is collected and crystallized from 40% ethanol-acetic acid (25:2, v:v) to give 2,2-dioxo-3,4-dihydro-6-(1,1... The reactants are C(C)(C)(C)OC(=O)N1CCC2=C(N(N=C2CC1)C1CCCCC1)OS(=O)(=O)C(F)(F)F (2-cyclohexyl-3-trifluoromethanesulfonyloxy-4,5,7,8-tetrahydro-2H-1,2,6-triaza-azulene-6-carboxylic acid tert-butyl ester), COC1=CC=C(C=C1)B(O)O (4-methoxyphenylboronic acid). Product: C1(CCCCC1)N1N=C2CCNCCC2=C1C1=CC=C(C=C1)OC (2-Cyclohexyl-3-(4-methoxy-phenyl)-2,4,5,6,7,8-hexahydro-1,2,6-triaza-azulene). Isolated yield 67.2%. As a reaction SMILES: C(OC([N:8]1[CH2:17][CH2:16][C:15]2[C:11](=[C:12](OS(C(F)(F)F)(=O)=O)[N:13]([CH:18]3[CH2:23][CH2:22][CH2:21][CH2:20][CH2:19]3)[N:14]=2)[CH2:10][CH2:9]1)=O)(C)(C)C.[CH3:32][O:33][C:34]1[CH:39]=[CH:38][C:37](B(O)O)=[CH:36][CH:35]=1>>[CH:18]1([N:13]2[C:12]([C:37]3[CH:38]=[CH:39][C:34]([O:33][CH3:32])=[CH:35][CH:36]=3)=[C:11]3[C:15]([CH2:16][CH2:17][NH:8][CH2:9][CH2:10]3)=[N:14]2)[CH2:19][CH2:20][CH2:21][CH2:22][CH2:23]1. Reported procedure: The title compound (96.8 mg) was prepared as in Example 177, Steps C and D, using 207 mg of 2-cyclohexyl-3-trifluoromethanesulfonyloxy-4,5,7,8-tetrahydro-2H-1,2,6-triaza-azulene-6-carboxylic acid tert-butyl ester (Example 177, Step B) and 224.1 mg of 4-methoxyphenylboronic acid. MS (ESI): exact mass calculated for C20H27N3O, 325.45. found, m/z 326.5 [M+H]+. 1H NMR (500 MHz, CD3OD): 7.25 (d, J=8.7 Hz, 2H), 7.11 (d, J=8.7 Hz, 2H), 4.00-3.92 (m, 1H), 3.87 (s, 3H), 3.45-3.40 (m, 2H), 3.22-3.17 (m, 2... Starting materials: C=1C=CC2=C(C1)N=NN2O (HOBt), O[Li].O (LiOH.H2O), C([O-])([O-])=O.[NH4+].[NH4+] (ammonium carbonate), CCN=C=NCCCN(C)C.Cl (EDCl), Cl (HCl), C(C)(C)NC(C)C (diisopropylamine), O[Li].O (LiOH.H2O), COC(=O)C1(CC1)C1=C(CCC2=NC(=NC=C2C(F)(F)F)NC=2C=CC(=NC2)C2CCN(CC2)C(=O)OC(C)(C)C)C=CC=C1 (tert-butyl 4-(5-((4-(2-(1-(methoxycarbonyl)cyclopropyl)phenethyl)-5-(trifluoromethyl)pyrimidin-2-yl)amino)pyridin-2-yl)piperidine-1-carboxylate), O[Li].O (LiOH.H2O). Solvent: C1CCOC1 (THF), CO (MeOH), O (H2O). Run at temperature 40 celsius, time 16 hour. Product: C(N)(=O)C1(CC1)C1=C(CCC2=NC(=NC=C2C(F)(F)F)NC=2C=CC(=NC2)C2CCN(CC2)C(=O)OC(C)(C)C)C=CC=C1 (tert-Butyl 4-(5-((4-(2-(1-carbamoylcyclopropyl)phenethyl)-5-(trifluoromethyl)pyrimidin-2-yl)amino)pyridin-2-yl)piperidine-1-carboxylate), solid. Isolated yield 71.0%. RXN SMILES: C[O:2][C:3]([C:5]1([C:8]2[CH:45]=[CH:44][CH:43]=[CH:42][C:9]=2[CH2:10][CH2:11][C:12]2[C:17]([C:18]([F:21])([F:20])[F:19])=[CH:16][N:15]=[C:14]([NH:22][C:23]3[CH:24]=[CH:25][C:26]([CH:29]4[CH2:34][CH2:33][N:32]([C:35]([O:37][C:38]([CH3:41])([CH3:40])[CH3:39])=[O:36])[CH2:31][CH2:30]4)=[N:27][CH:28]=3)[N:13]=2)[CH2:7][CH2:6]1)=O.O[Li].O.C1C=CC2N(O)N=[N:55]C=2C=1.CCN=C=NCCCN(C)C.Cl.Cl.C(NC(C)C)(C)C.C(=O)([O-])[O-].[NH4+].[NH4+]>C1COCC1.CO.O>[C:3]([C:5]1([C:8]2[CH:45]=[CH:44][CH:43]=[CH:42][C:9]=2[CH2:10][CH2:11][C:12]2[C:17]([C:18]([F:19])([F:20])[F:21])=[CH:16][N:15]=[C:14]([NH:22][C:23]3[CH:24]=[CH:25][C:26]([CH:29]4[CH2:34][CH2:33][N:32]([C:35]([O:37][C:38]([CH3:41])([CH3:39])[CH3:40])=[O:36])[CH2:31][CH2:30]4)=[N:27][CH:28]=3)[N:13]=2)[CH2:6][CH2:7]1)(=[O:2])[NH2:55] |f:1.2,4.5,8.9.10|. Reported procedure: A solution of tert-butyl 4-(5-((4-(2-(1-(methoxycarbonyl)cyclopropyl)phenethyl)-5-(trifluoromethyl)pyrimidin-2-yl)amino)pyridin-2-yl)piperidine-1-carboxylate (A11) (112 mg, 0.179 mmol) and LiOH.H2O (90 mg, 2.2 mmol) in THF (7.0 mL), MeOH (7.0 mL) and H2O (2.0 mL) was stirred at 35° C. for 24 hours. Additional LiOH.H2O (45 mg, 1.1 mmol) was added and stirring continued at 35° C. for 16 hours. Further LiOH.H2O (45 mg, 1.07 mmol) was added and stirring was continued at 35° C. for 3 days. The volati... The reactants are C(C)(C)(C)OC(NC1(CCC1)C1=CC=C(C=C1)C1=C(OC2=CC=C(C=C2C1=O)F)C1=CC=CC=C1)=O ({1-[4-(6-fluoro-4-oxo-2-phenyl-4H-chromen-3-yl)-phenyl]-cyclobutyl}-carbamic acid tert-butyl ester), ClC=1N=CC=C2C1OC(=C(C2=O)I)C2=CC=CC=C2 (8-chloro-3-iodo-2-phenyl-pyrano[2,3-c]pyridin-4-one). Product: C(C)(C)(C)OC(NC1(CCC1)C1=CC=C(C=C1)C=1C(C=2C(=C(N=CC2)Cl)OC1C1=CC=CC=C1)=O)=O ({1-[4-(8-Chloro-4-oxo-2-phenyl-4H-pyrano[2,3-c]pyridin-3-yl)-phenyl]-cyclobutyl}-carbamic acid tert-butyl ester). The yield is 20.0%. RXN SMILES: [C:1]([O:5][C:6](=[O:36])[NH:7][C:8]1([C:12]2[CH:17]=[CH:16][C:15](C3C(=O)C4C(=CC=C(F)C=4)OC=3C3C=CC=CC=3)=[CH:14][CH:13]=2)[CH2:11][CH2:10][CH2:9]1)([CH3:4])([CH3:3])[CH3:2].[Cl:37][C:38]1[N:39]=[CH:40][CH:41]=[C:42]2[C:47](=[O:48])[C:46](I)=[C:45]([C:50]3[CH:55]=[CH:54][CH:53]=[CH:52][CH:51]=3)[O:44][C:43]=12>>[C:1]([O:5][C:6](=[O:36])[NH:7][C:8]1([C:12]2[CH:13]=[CH:14][C:15]([C:46]3[C:47](=[O:48])[C:42]4[C:43]([O:44][C:45]=3[C:50]3[CH:55]=[CH:54][CH:53]=[CH:52][CH:51]=3)=[C:38]([Cl:37])[N:39]=[CH:40][CH:41]=4)=[CH:16][CH:17]=2)[CH2:9][CH2:10][CH2:11]1)([CH3:4])([CH3:2])[CH3:3]. Procedure: Following the procedure used to prepare {1-[4-(6-fluoro-4-oxo-2-phenyl-4H-chromen-3-yl)-phenyl]-cyclobutyl}-carbamic acid tert-butyl ester, 8-chloro-3-iodo-2-phenyl-pyrano[2,3-c]pyridin-4-one was reacted to give the title compound (30 mg, 20%) as a white solid. LCMS (Method A): RT=4.88 min, [M+Na]+=525/527. Starting materials: ClCC=1C=CC(=C(C1)C=1NC(C2=C(N1)C(=NN2C)CCC)=O)OCCC (5-(5-chloromethyl-2-n-propoxyphenyl)-1-methyl-3-n-propyl-1,6-dihydro-7H-pyrazolo[4,3-d]pyrimidin-7-one), [OH-].[Na+] (sodium hydroxide), C(CO)O (ethylene glycol), O (water). Run in CS(=O)C (dimethyl sulphoxide). Conditions: temperature 100 celsius. Yields the product OCC=1C=CC(=C(C1)C=1NC(C2=C(N1)C(=NN2C)CCC)=O)OCCC (5-(5-Hydroxymethyl-2-n-propoxyphenyl)-1-methyl-3-n-propyl-1,6-dihydro-7H-pyrazolo[4,3-d]pyrimidin-7-one). The yield is 2.0%. Reaction SMILES: Cl[CH2:2][C:3]1[CH:4]=[CH:5][C:6]([O:23][CH2:24][CH2:25][CH3:26])=[C:7]([C:9]2[NH:10][C:11](=[O:22])[C:12]3[N:17]([CH3:18])[N:16]=[C:15]([CH2:19][CH2:20][CH3:21])[C:13]=3[N:14]=2)[CH:8]=1.[OH-].[Na+].C(O)C[OH:31].O>CS(C)=O>[OH:31][CH2:2][C:3]1[CH:4]=[CH:5][C:6]([O:23][CH2:24][CH2:25][CH3:26])=[C:7]([C:9]2[NH:10][C:11](=[O:22])[C:12]3[N:17]([CH3:18])[N:16]=[C:15]([CH2:19][CH2:20][CH3:21])[C:13]=3[N:14]=2)[CH:8]=1 |f:1.2|. Procedure: To a solution of 5-(5-chloromethyl-2-n-propoxyphenyl)-1-methyl-3-n-propyl-1,6-dihydro-7H-pyrazolo[4,3-d]pyrimidin-7-one (0.5 g, 0.0013 mol) in dimethyl sulphoxide (10 ml) was added sodium hydroxide (0.26 g, 0.0065 mol) and ethylene glycol (0.41 g, 0.0065 mol). The reaction mixture was heated at 100° C. for 6 hours, allowed to cool and poured into water (50 ml), then the aqueous mixture extracted with ethyl acetate (3×30 ml). The combined extracts were filtered, dried (Na2SO4) and evaporated unde...